Task: describe an organic reaction: reactants, conditions, products, and yield. Dataset: the Open Reaction Database (ORD), a public repository of structured organic reaction records Product: c1ccc(OCCOc2ccc(Cn3nccn3)cc2)nc1. Reactants: CN(C)C=O, [H-], [Na+], O, Oc1ccccn1, BrCCOc1ccc(Cn2nccn2)cc1. As a reaction SMILES: [CH3:1][N:2]([CH3:3])[CH:4]=[O:5].[H-:6].[Na+:7].[OH2:31].[OH:8][c:9]1[n:10][cH:11][cH:12][cH:13][cH:14]1.[n:15]1[n:16]([CH2:20][c:21]2[cH:22][cH:23][c:24]([O:25][CH2:26][CH2:27][Br:28])[cH:29][cH:30]2)[n:17][cH:18][cH:19]1>>[O:8]([c:9]1[n:10][cH:11][cH:12][cH:13][cH:14]1)[CH2:27][CH2:26][O:25][c:24]1[cH:23][cH:22][c:21]([CH2:20][n:16]2[n:15][cH:19][cH:18][n:17]2)[cH:30][cH:29]1. Starting materials: NC(CC1=CC=CC=C1)C(=O)O (DL-phenylalanine), S(O)(O)(=O)=O (sulfuric acid), C(=O)(OCC1=CC=CC=C1)N[C@H](CC(=O)O)C(=O)O (N-carbobenzoxy-D-aspartic acid). Run in O (water). The product is C(=O)(OCC1=CC=CC=C1)N[C@H](CC(=O)O)C(=O)O.N[C@H](CC1=CC=CC=C1)C(=O)O (D-phenylalanine N-carbobenzoxy-D-aspartic acid). Yield: 32.1%. As a reaction SMILES: [NH2:1][CH:2]([C:10]([OH:12])=[O:11])[CH2:3][C:4]1[CH:9]=[CH:8][CH:7]=[CH:6][CH:5]=1.S(=O)(=O)(O)O.[C:18]([NH:28][C@@H:29]([C:34]([OH:36])=[O:35])[CH2:30][C:31]([OH:33])=[O:32])([O:20][CH2:21][C:22]1[CH:27]=[CH:26][CH:25]=[CH:24][CH:23]=1)=[O:19]>O>[C:18]([NH:28][C@@H:29]([C:34]([OH:36])=[O:35])[CH2:30][C:31]([OH:33])=[O:32])([O:20][CH2:21][C:22]1[CH:27]=[CH:26][CH:25]=[CH:24][CH:23]=1)=[O:19].[NH2:1][C@@H:2]([C:10]([OH:12])=[O:11])[CH2:3][C:4]1[CH:9]=[CH:8][CH:7]=[CH:6][CH:5]=1 |f:4.5|. Procedure details: Eight grams of DL-phenylalanine and 1.2 g of sulfuric acid was suspended in 100 ml of water at 40° C. Ten grams of N-carbobenzoxy-D-aspartic acid was added to the solution over five hours, while this solution was continuously stirred. The resulting crystal was separated, washed with 10 ml of water and dried to give 5.2 g of a D-phenylalanine N-carbobenzoxy-D-aspartic acid. Analysis revealed that the optical purity of the D-phenylalnine was 98%. Reactants: FC1=C(C=CC(=C1)[N+](=O)[O-])O (2-fluoro-4-nitrophenol), C([O-])([O-])=O.[K+].[K+] (potassium carbonate), BrCCC=C (4-bromo-1-butene). Solvent: C(C)#N (acetonitrile). Yields the product C(CC=C)OC1=C(C=C(C=C1)[N+](=O)[O-])F (4-(3-butenyloxy)-3-fluoronitrobenzene). Reaction SMILES: [F:1][C:2]1[CH:7]=[C:6]([N+:8]([O-:10])=[O:9])[CH:5]=[CH:4][C:3]=1[OH:11].C(=O)([O-])[O-].[K+].[K+].Br[CH2:19][CH2:20][CH:21]=[CH2:22]>C(#N)C>[CH2:22]([O:11][C:3]1[CH:4]=[CH:5][C:6]([N+:8]([O-:10])=[O:9])=[CH:7][C:2]=1[F:1])[CH2:21][CH:20]=[CH2:19] |f:1.2.3|. Procedure: To an acetonitrile (40 mL) solution of 2-fluoro-4-nitrophenol (2.36 g; 15.1 mmol) and potassium carbonate (2.77 g; 20.1 mmol), 4-bromo-1-butene (2.81 g; 20.4 mmol) was added, and the mixture was refluxed and then reacted for 16 hours. After completion of the reaction, the solution was filtrated by Celite, and then the filtrate was concentrated under a reduced pressure. The residue was purified by flash column chromatography using methylene chloride, and then the effluent was concentrated to obta... Starting materials: BrCC1=C(C=CC=C1)C1=C(C=CC=C1)CBr (2,2'-bis(bromomethyl)biphenyl), C1(=CC=CC=C1)O (phenol), [OH-].[K+] (potassium hydroxide). Reagents/catalysts: [Cl-].C(C)[N+](CC1=CC=CC=C1)(CC)CC (triethylbenzylammonium chloride). The solvent is ClCCl (dichloromethane). Conditions: temperature 40 celsius, time 5 hour. Product: O(C1=CC=CC=C1)CC1=C(C=CC=C1)C1=C(C=CC=C1)COC1=CC=CC=C1 (2,2'-bis(phenoxymethyl)biphenyl). RXN SMILES: Br[CH2:2][C:3]1[CH:8]=[CH:7][CH:6]=[CH:5][C:4]=1[C:9]1[CH:14]=[CH:13][CH:12]=[CH:11][C:10]=1[CH2:15]Br.[C:17]1([OH:23])[CH:22]=[CH:21][CH:20]=[CH:19][CH:18]=1.[OH-:24].[K+]>[Cl-].C([N+](CC)(CC)CC1C=CC=CC=1)C.ClCCl>[O:23]([CH2:2][C:3]1[CH:8]=[CH:7][CH:6]=[CH:5][C:4]=1[C:9]1[CH:14]=[CH:13][CH:12]=[CH:11][C:10]=1[CH2:15][O:24][C:3]1[CH:8]=[CH:7][CH:6]=[CH:5][CH:4]=1)[C:17]1[CH:22]=[CH:21][CH:20]=[CH:19][CH:18]=1 |f:2.3,4.5|. Procedure details: A mixture of 25.0 g (73.5 mmol) of 2,2'-bis(bromomethyl)biphenyl, 14.2 g (151 mmol) of phenol, 14.7 g (261 mmol) of pulverized potassium hydroxide and 3.41 g (15 mmol) of triethylbenzylammonium chloride is admixed with 120 ml of dichloromethane and stirred for 5 hours at 40° C. Starting materials: CC(=O)O[BH-](OC(C)=O)OC(C)=O, CC(=O)O, O=Cc1ccc(Cl)cc1, CC(Cl)Cl, CC(C)(C)OC(=O)NCCN, [Na+]. Product: CC(C)(C)OC(=O)NCCNCc1ccc(Cl)cc1. Reaction SMILES: [C:1]([O:2][BH-:3]([O:4][C:5](=[O:6])[CH3:7])[O:8][C:9](=[O:10])[CH3:11])(=[O:12])[CH3:13].[CH3:35][C:36](=[O:37])[OH:38].[Cl:15][c:16]1[cH:17][cH:18][c:19]([CH:20]=[O:21])[cH:22][cH:23]1.[Cl:39][CH:40]([Cl:41])[CH3:42].[NH2:24][CH2:25][CH2:26][NH:27][C:28]([O:29][C:30]([CH3:31])([CH3:32])[CH3:33])=[O:34].[Na+:14]>>[Cl:15][c:16]1[cH:17][cH:18][c:19]([CH2:20][NH:24][CH2:25][CH2:26][NH:27][C:28]([O:29][C:30]([CH3:31])([CH3:32])[CH3:33])=[O:34])[cH:22][cH:23]1. Yields the product CS(=O)(=O)NCc1cccc(-c2nc3c(N4CCOCC4)nc(-c4cnc5[nH]ccc5c4)nc3s2)c1. The reactants are CC1(C)OB(c2cnc3[nH]ccc3c2)OC1(C)C, CS(=O)(=O)NCc1cccc(-c2nc3c(N4CCOCC4)nc(Cl)nc3s2)c1. Reaction SMILES: [CH3:29][C:30]1([CH3:31])[C:32]([CH3:33])([CH3:34])[O:35][B:36]([c:37]2[cH:38][c:39]3[c:40]([n:41][cH:42]2)[nH:43][cH:44][cH:45]3)[O:46]1.[Cl:1][c:2]1[n:3][c:4]([N:23]2[CH2:24][CH2:25][O:26][CH2:27][CH2:28]2)[c:5]2[c:6]([n:7]1)[s:8][c:9](-[c:11]1[cH:12][c:13]([CH2:14][NH:15][S:16](=[O:17])(=[O:18])[CH3:19])[cH:20][cH:21][cH:22]1)[n:10]2>>[c:2]1(-[c:37]2[cH:38][c:39]3[c:40]([n:41][cH:42]2)[nH:43][cH:44][cH:45]3)[n:3][c:4]([N:23]2[CH2:24][CH2:25][O:26][CH2:27][CH2:28]2)[c:5]2[c:6]([n:7]1)[s:8][c:9](-[c:11]1[cH:12][c:13]([CH2:14][NH:15][S:16](=[O:17])(=[O:18])[CH3:19])[cH:20][cH:21][cH:22]1)[n:10]2. Starting materials: FC1=CC=C(C=C1)C1=CC=C(C=C1)CCC(=O)O (3-(4′-fluorobiphenyl-4-yl)propanoic acid), [Br-].[K+] (potassium bromide), Cl[O-].[Na+] (Sodium hypochlorite), C([O-])(O)=O.[Na+] (sodium bicarbonate). The reagents and catalysts are CC1(CCCC(N1[O])(C)C)C (2,2,6,6,-tetramethylpiperidine N-oxyl). The solvent is ClCCl (dichloromethane). Reaction conditions: temperature 0 celsius, time 20 minute. Product: FC1=CC=C(C=C1)C1=CC=C(C=C1)CCC=O (3-(4′-fluorobiphenyl-4-yl)propanal). Reaction SMILES: [F:1][C:2]1[CH:7]=[CH:6][C:5]([C:8]2[CH:13]=[CH:12][C:11]([CH2:14][CH2:15][C:16](O)=[O:17])=[CH:10][CH:9]=2)=[CH:4][CH:3]=1.[Br-].[K+].Cl[O-].[Na+].C(=O)(O)[O-].[Na+]>ClCCl.CC1(C)N([O])C(C)(C)CCC1>[F:1][C:2]1[CH:3]=[CH:4][C:5]([C:8]2[CH:13]=[CH:12][C:11]([CH2:14][CH2:15][CH:16]=[O:17])=[CH:10][CH:9]=2)=[CH:6][CH:7]=1 |f:1.2,3.4,5.6,^1:35|. Procedure details: To a stirred solution of the compound obtained from step d above (0.7 g) in dichloromethane (10 mL), 2,2,6,6,-tetramethylpiperidine N-oxyl (4.74 mg) and potassium bromide (36.05 mg) were added at 0° C. under nitrogen atmosphere. Sodium hypochlorite (0.28 g, 4% solution) was added at pH 8-9 (maintained by adding aqueous sodium bicarbonate solution). The reaction mixture was stirred for 20 minutes at 0° C. The organic layer was separated and the aqueous layer was extracted with dichloromethane. Th... Starting materials: CC(=O)OC(C)=O, O=C(O)CC(CC(=O)O)c1ccc2c(c1)OCO2. Yields the product O=C1CC(c2ccc3c(c2)OCO3)CC(=O)O1. Reaction SMILES: [CH3:19][C:20]([O:21][C:22](=[O:23])[CH3:24])=[O:25].[O:1]1[CH2:2][O:3][c:4]2[c:5]1[cH:6][cH:7][c:8]([CH:10]([CH2:11][C:12](=[O:13])[OH:14])[CH2:15][C:16](=[O:17])[OH:18])[cH:9]2>>[O:1]1[CH2:2][O:3][c:4]2[c:5]1[cH:6][cH:7][c:8]([CH:10]1[CH2:11][C:12](=[O:14])[O:18][C:16](=[O:17])[CH2:15]1)[cH:9]2. Reactants: FC(S(=O)(=O)OC1=C2CC(CC2=CC(=C1)OC)C1=CC=C(C=C1)OC)(F)F (6-methoxy-2-(4-methoxyphenyl)indan-4-yl trifluoromethanesulfonate), C(C1=CC=CC=C1)OC1=CC=C(CN)C=C1 (4-benzyloxybenzylamine), C(C1=CC=CC=C1)OC1=CC=C(CNC2=C3CC(CC3=CC(=C2)OC)C2=CC=C(C=C2)OC)C=C1 ((4-benzyloxybenzyl)[6-methoxy-2-(4-methoxyphenyl)indan-4-yl]amine). The product is C(C1=CC=CC=C1)OC1=CC=C(CNCC2=C3CC(CC3=CC(=C2)OC)C2=CC=C(C=C2)OC)C=C1 ((4-Benzyloxybenzyl)[6-methoxy-2-(4-methoxyphenyl)indan-4-yl]methylamine). Reaction SMILES: FC(F)(F)S(O[C:7]1[CH:15]=[C:14]([O:16][CH3:17])[CH:13]=[C:12]2[C:8]=1[CH2:9][CH:10]([C:18]1[CH:23]=[CH:22][C:21]([O:24][CH3:25])=[CH:20][CH:19]=1)[CH2:11]2)(=O)=O.C(OC1C=CC(CN)=CC=1)C1C=CC=CC=1.[CH2:44]([O:51][C:52]1[CH:78]=[CH:77][C:55]([CH2:56][NH:57][C:58]2C=C(OC)C=C3C=2CC(C2C=CC(OC)=CC=2)C3)=[CH:54][CH:53]=1)[C:45]1[CH:50]=[CH:49][CH:48]=[CH:47][CH:46]=1>>[CH2:44]([O:51][C:52]1[CH:53]=[CH:54][C:55]([CH2:56][NH:57][CH2:58][C:7]2[CH:15]=[C:14]([O:16][CH3:17])[CH:13]=[C:12]3[C:8]=2[CH2:9][CH:10]([C:18]2[CH:23]=[CH:22][C:21]([O:24][CH3:25])=[CH:20][CH:19]=2)[CH2:11]3)=[CH:77][CH:78]=1)[C:45]1[CH:46]=[CH:47][CH:48]=[CH:49][CH:50]=1. Reported procedure: Synthesized from 6-methoxy-2-(4-methoxyphenyl)indan-4-yl trifluoromethanesulfonate and 4-benzyloxybenzylamine according to an analogous synthetic method to Example 116, (4-benzyloxybenzyl)[6-methoxy-2-(4-methoxyphenyl)indan-4-yl]amine (1.2 g) was used according to an analogous synthetic method to Preparation Example 18 to provide the title compound (1.0 g). The reactants are Cl[O-].[Na+] (sodium hypochlorite), CN1N=CC=C1C(C1=C(C(=C(C(=C1)OC)OC)Cl)Cl)O (α-(1-methylpyrazol-5-yl)-2,3-dichloro-4,5-dimethoxybenzylalcohol). Run in C(C)(=O)O (acetic acid). Reaction conditions: time 2 hour. Yields the product CN1N=CC(=C1C(=O)C1=C(C(=C(C(=C1)OC)OC)Cl)Cl)Cl ((1-methyl-4-chloropyrazol-5-yl)-(2,3-dichloro-4,5-dimethoxyphenyl)-methanone). As a reaction SMILES: [Cl:1][O-].[Na+].[CH3:4][N:5]1[C:9]([CH:10]([OH:23])[C:11]2[CH:16]=[C:15]([O:17][CH3:18])[C:14]([O:19][CH3:20])=[C:13]([Cl:21])[C:12]=2[Cl:22])=[CH:8][CH:7]=[N:6]1>C(O)(=O)C>[CH3:4][N:5]1[C:9]([C:10]([C:11]2[CH:16]=[C:15]([O:17][CH3:18])[C:14]([O:19][CH3:20])=[C:13]([Cl:21])[C:12]=2[Cl:22])=[O:23])=[C:8]([Cl:1])[CH:7]=[N:6]1 |f:0.1|. Procedure: 19.3 g of an aqueous 10% sodium hypochlorite solution are added to a solution of 3.9 g of α-(1-methylpyrazol-5-yl)-2,3-dichloro-4,5-dimethoxybenzylalcohol in acetic acid and the mixture is stirred at room temperature for 2 hours. The reaction mixture is concentrated to remove acetic acid, and ethyl acetate is added to the residue. The organic layer is separated, washed with water, dried and evaporated to remove solvent. The residue is purified by silica gel column chromatography to give 2.1 g of...